Task: describe an organic reaction: reactants, conditions, products, and yield. Dataset: the Open Reaction Database (ORD), a public repository of structured organic reaction records The reactants are ClC1=CC(=NC(=N1)C)NC=1SC(=CN1)C(=O)NC1=C(C=CC=C1C)Cl (2-(6-chloro-2-methylpyrimidin-4-ylamino)-N-(2-chloro-6-methylphenyl)thiazole-5-carboxamide), C(C)OC(=O)CN1CCNCC1 (1-(ethoxycarbonylmethyl)piperazine). Run in CCO (EtOH), CCO (EtOH). Conditions: temperature 150 celsius, time 1 hour. The product is ClC1=C(C(=CC=C1)C)NC(=O)C1=CN=C(S1)NC1=CC(=NC(=N1)C)N1CCN(CC1)CC(=O)OCC (ethyl 2-(4-(6-(5-((2-chloro-6-methylphenyl)carbamoyl)thiazol-2-ylamino)-2-methylpyrimidin-4-yl)piperazin-1-yl)acetate). The yield is 88.8%. As a reaction SMILES: Cl[C:2]1[N:7]=[C:6]([CH3:8])[N:5]=[C:4]([NH:9][C:10]2[S:11][C:12]([C:15]([NH:17][C:18]3[C:23]([CH3:24])=[CH:22][CH:21]=[CH:20][C:19]=3[Cl:25])=[O:16])=[CH:13][N:14]=2)[CH:3]=1.[CH2:26]([O:28][C:29]([CH2:31][N:32]1[CH2:37][CH2:36][NH:35][CH2:34][CH2:33]1)=[O:30])[CH3:27]>CCO>[Cl:25][C:19]1[CH:20]=[CH:21][CH:22]=[C:23]([CH3:24])[C:18]=1[NH:17][C:15]([C:12]1[S:11][C:10]([NH:9][C:4]2[N:5]=[C:6]([CH3:8])[N:7]=[C:2]([N:35]3[CH2:34][CH2:33][N:32]([CH2:31][C:29]([O:28][CH2:26][CH3:27])=[O:30])[CH2:37][CH2:36]3)[CH:3]=2)=[N:14][CH:13]=1)=[O:16]. Reported procedure: A mixture of 2-(6-chloro-2-methylpyrimidin-4-ylamino)-N-(2-chloro-6-methylphenyl)thiazole-5-carboxamide (1) (0.20 g, 0.51 mmol) and 1-(ethoxycarbonylmethyl)piperazine (3) (0.17 g, 1.01 mmol) in 4 mL of EtOH was heated with a CEM Discover® microwave at 250 W, Pmax 150° C. for 45 min. The resulting mixture was treated with EtOH (6 mL) and then stirred at rt for 1 h. The solid was collected on a filter to give 0.24 g of ethyl 2-(4-(6-(5-((2-chloro-6-methylphenyl)carbamoyl)thiazol-2-ylamino)-2-methy... Reactants: BrC=1C=CC=C2C=CC(=NC12)C1=C(C(=CC(=C1)C(C)(C)C)C(C)(C)C)O (2-(8-bromo-2-quinolinyl)-4,6-di-tert-butylphenol), CC1=C(N)C(=CC=C1)C (2,6-dimethylaniline), C1(CCCCC1)P(C1=C(C=CC=C1)C1=C(C=CC=C1)N(C)C)C1CCCCC1 (N-[2′-(dicyclohexylphosphino)[1,1′-biphenyl]-2-yl]-N,N-dimethylamine), CC(C)(C)[O-].[Na+] (NaOtBu). The reagents and catalysts are C=1C=CC(=CC1)/C=C/C(=O)/C=C/C2=CC=CC=C2.C=1C=CC(=CC1)/C=C/C(=O)/C=C/C2=CC=CC=C2.[Pd] (Pd(dba)2). The solvent is C1(=CC=CC=C1)C (toluene), O (water). Conditions: temperature 100 celsius, time 8 hour. The product is C(C)(C)(C)C1=C(C(=CC(=C1)C(C)(C)C)C1=NC2=C(C=CC=C2C=C1)NC1=C(C=CC=C1C)C)O (2,4-Di-tert-butyl-6-[8-(2,6-dimethylanilino)-2-quinolinyl]phenol). As a reaction SMILES: Br[C:2]1[CH:3]=[CH:4][CH:5]=[C:6]2[C:11]=1[N:10]=[C:9]([C:12]1[CH:17]=[C:16]([C:18]([CH3:21])([CH3:20])[CH3:19])[CH:15]=[C:14]([C:22]([CH3:25])([CH3:24])[CH3:23])[C:13]=1[OH:26])[CH:8]=[CH:7]2.[CH3:27][C:28]1[CH:34]=[CH:33][CH:32]=[C:31]([CH3:35])[C:29]=1[NH2:30].C1(P(C2CCCCC2)C2C=CC=CC=2C2C=CC=CC=2N(C)C)CCCCC1.CC([O-])(C)C.[Na+]>C1C=CC(/C=C/C(/C=C/C2C=CC=CC=2)=O)=CC=1.C1C=CC(/C=C/C(/C=C/C2C=CC=CC=2)=O)=CC=1.[Pd].O.C1(C)C=CC=CC=1>[C:22]([C:14]1[CH:15]=[C:16]([C:18]([CH3:21])([CH3:20])[CH3:19])[CH:17]=[C:12]([C:9]2[CH:8]=[CH:7][C:6]3[C:11](=[C:2]([NH:30][C:29]4[C:31]([CH3:35])=[CH:32][CH:33]=[CH:34][C:28]=4[CH3:27])[CH:3]=[CH:4][CH:5]=3)[N:10]=2)[C:13]=1[OH:26])([CH3:25])([CH3:24])[CH3:23] |f:3.4,5.6.7|. Reported procedure: A mixture of 2-(8-bromo-2-quinolinyl)-4,6-di-tert-butylphenol (3.3 g, 8 mmol), 2,6-dimethylaniline (1.2 mL, 10 mmol), Pd(dba)2 (0.036 g, 0.6 mmol), L=(N-[2′-(dicyclohexylphosphino)[1,1′-biphenyl]-2-yl]-N,N-dimethylamine) (0.05 g, 0.12 mmol), NaOtBu (0.36 g, 3.6 mmol), and toluene (8 mL) is stirred for 8 h under an argon atmosphere at 100° C. The mixture is then poured into water and extracted with benzene (3×50 mL). The combined organic phase is washed with water and brine, and is then concentra...